Dataset: the Open Reaction Database (ORD), a public repository of structured organic reaction records. Task: describe an organic reaction: reactants, conditions, products, and yield Starting materials: N1(CCOCC1)C=1N=C2N(C(C1)=O)CC[C@H](N2)C(F)(F)F ((8S)-2-morpholin-4-yl-8-trifluoromethyl-6,7,8,9-tetrahydropyrimido[1,2-a]pyrimidin-4-one), IC1=CC=C(C=C1)OC (1-iodo-4-methoxybenzene), COC1=CC=NC2=C3N=CC=C(C3=CC=C12)OC (4,7-dimethoxy-1,10-phenanthroline). Product: COC1=CC=C(C=C1)N1[C@@H](CCN2C1=NC(=CC2=O)N2CCOCC2)C(F)(F)F ((8S)-9-(4-methoxyphenyl)-2-(morpholin-4-yl)-8-(trifluoromethyl)-6,7,8,9-tetrahydro-4H-pyrimido[1,2-a]pyrimidin-4-one). RXN SMILES: [N:1]1([C:7]2[N:8]=[C:9]3[NH:17][C@H:16]([C:18]([F:21])([F:20])[F:19])[CH2:15][CH2:14][N:10]3[C:11](=[O:13])[CH:12]=2)[CH2:6][CH2:5][O:4][CH2:3][CH2:2]1.I[C:23]1[CH:28]=[CH:27][C:26]([O:29][CH3:30])=[CH:25][CH:24]=1.COC1C2C(=C3C(=CC=2)C(OC)=CC=N3)N=CC=1>>[CH3:30][O:29][C:26]1[CH:27]=[CH:28][C:23]([N:17]2[C:9]3=[N:8][C:7]([N:1]4[CH2:6][CH2:5][O:4][CH2:3][CH2:2]4)=[CH:12][C:11](=[O:13])[N:10]3[CH2:14][CH2:15][C@H:16]2[C:18]([F:20])([F:21])[F:19])=[CH:24][CH:25]=1. Procedure: The product is prepared according to the procedure described in Example 12, using 100 mg of (8S)-2-morpholin-4-yl-8-trifluoromethyl-6,7,8,9-tetrahydropyrimido[1,2-a]pyrimidin-4-one (Example 1e), 108 mg of 1-iodo-4-methoxybenzene and 79 mg of 4,7-dimethoxy-1,10-phenanthroline. After purification by silica chromatography (eluent: CH2Cl2/MeOH 98/02), 31 mg of (8S)-9-(4-methoxyphenyl)-2-(morpholin-4-yl)-8-(trifluoromethyl)-6,7,8,9-tetrahydro-4H-pyrimido[1,2-a]pyrimidin-4-one are obtained in the form... Starting materials: Cc1cc(Cl)cnc1CNCCCCN(C)C(=O)OC(C)(C)C, ClCCl, O=Cc1nccc2ccccc12. Yields the product Cc1cc(Cl)cnc1CN(CCCCN(C)C(=O)OC(C)(C)C)Cc1nccc2ccccc12. As a reaction SMILES: [C:1]([CH3:2])([CH3:3])([CH3:4])[O:5][C:6]([N:7]([CH3:8])[CH2:9][CH2:10][CH2:11][CH2:12][NH:13][CH2:14][c:15]1[n:16][cH:17][c:18]([Cl:22])[cH:19][c:20]1[CH3:21])=[O:23].[Cl:36][CH2:37][Cl:38].[c:24]1([CH:34]=[O:35])[n:25][cH:26][cH:27][c:28]2[cH:29][cH:30][cH:31][cH:32][c:33]12>>[C:1]([CH3:2])([CH3:3])([CH3:4])[O:5][C:6]([N:7]([CH3:8])[CH2:9][CH2:10][CH2:11][CH2:12][N:13]([CH2:14][c:15]1[n:16][cH:17][c:18]([Cl:22])[cH:19][c:20]1[CH3:21])[CH2:34][c:24]1[n:25][cH:26][cH:27][c:28]2[cH:29][cH:30][cH:31][cH:32][c:33]12)=[O:23]. Reactants: ClS(=O)(=O)C=1C=C(C(=O)O)C=CC1 (3-(chlorosulfonyl)benzoic acid), N1CCCC2=CC=CC=C12 (1,2,3,4-tetrahydroquinoline). Yields the product N1(CCCC2=CC=CC=C12)S(=O)(=O)C=1C=C(C(=O)O)C=CC1 (3-(3,4-dihydroquinolin-1(2H)-ylsulfonyl)benzoic acid). As a reaction SMILES: Cl[S:2]([C:5]1[CH:6]=[C:7]([CH:11]=[CH:12][CH:13]=1)[C:8]([OH:10])=[O:9])(=[O:4])=[O:3].[NH:14]1[C:23]2[C:18](=[CH:19][CH:20]=[CH:21][CH:22]=2)[CH2:17][CH2:16][CH2:15]1>>[N:14]1([S:2]([C:5]2[CH:6]=[C:7]([CH:11]=[CH:12][CH:13]=2)[C:8]([OH:10])=[O:9])(=[O:4])=[O:3])[C:23]2[C:18](=[CH:19][CH:20]=[CH:21][CH:22]=2)[CH2:17][CH2:16][CH2:15]1. Procedure: 3-(chlorosulfonyl)benzoic acid (0.5 g, 2.27 mmol) was treated with 1,2,3,4-tetrahydroquinoline (906 mg, 6.80 mmol) using method A to give 3-(3,4-dihydroquinolin-1(2H)-ylsulfonyl)benzoic acid as an off white solid. Yield: 318 mg (44%). 1H-NMR: 8.17 (d, J=8.0 Hz, 1H), 8.06-8.04 (m, 1H), 7.80 (d, J=8.0 Hz, 1H), 7.68 (t, J=8.0 Hz, 1H), 7.61 (d, J=8.0 Hz, 1H), 7.24-7.18 (m, 1H), 7.15-7.05 (m, 2H), 3.80-3.76 (m, 2H), 2.40 (t, J=6.5 Hz, 2H), 1.61-1.54 (m, 2H). The reactants are C1CCOC1, CCCCCCC(C)O, CC(C)OC(=O)N=NC(=O)OC(C)C, O, O=C(O)c1ccccc1, c1ccc(P(c2ccccc2)c2ccccc2)cc1, Cc1ccccc1. Product: CCCCCCC(C)OC(=O)c1ccccc1. Reaction SMILES: [CH2:59]1[O:60][CH2:61][CH2:62][CH2:63]1.[CH3:1][CH:2]([CH2:3][CH2:4][CH2:5][CH2:6][CH2:7][CH3:8])[OH:9].[CH:45]([O:46][C:47]([N:48]=[N:49][C:50]([O:51][CH:52]([CH3:53])[CH3:54])=[O:55])=[O:56])([CH3:57])[CH3:58].[OH2:64].[OH:29][C:30](=[O:31])[c:32]1[cH:33][cH:34][cH:35][cH:36][cH:37]1.[c:10]1([P:11]([c:12]2[cH:13][cH:14][cH:15][cH:16][cH:17]2)[c:18]2[cH:19][cH:20][cH:21][cH:22][cH:23]2)[cH:24][cH:25][cH:26][cH:27][cH:28]1.[c:38]1([CH3:39])[cH:40][cH:41][cH:42][cH:43][cH:44]1>>[CH3:1][CH:2]([CH2:3][CH2:4][CH2:5][CH2:6][CH2:7][CH3:8])[O:9][C:30](=[O:29])[c:32]1[cH:33][cH:34][cH:35][cH:36][cH:37]1.